From a dataset of the Open Reaction Database (ORD), a public repository of structured organic reaction records. describe an organic reaction: reactants, conditions, products, and yield Run at time 5 hour. Reaction SMILES: C([N:8]1[C:16]2[CH:15]=[CH:14][N:13]=[C:12]([O:17][CH3:18])[C:11]=2[C:10]([C:19]2[CH:24]=[CH:23][C:22]([N:25]3[CH2:30][CH2:29][O:28][CH2:27][CH2:26]3)=[CH:21][CH:20]=2)=[N:9]1)C1C=CC=CC=1.CC(C)([O-])C.[K+].[Cl-].[NH4+]>CS(C)=O.C1COCC1>[CH3:18][O:17][C:12]1[C:11]2[C:10]([C:19]3[CH:20]=[CH:21][C:22]([N:25]4[CH2:30][CH2:29][O:28][CH2:27][CH2:26]4)=[CH:23][CH:24]=3)=[N:9][NH:8][C:16]=2[CH:15]=[CH:14][N:13]=1 |f:1.2,3.4,5.6|. The solvent is CS(=O)C.C1CCOC1 (DMSO THF). Isolated yield 70.2%. The product is COC1=NC=CC2=C1C(=NN2)C2=CC=C(C=C2)N2CCOCC2 (4-methoxy-3-(4-(morpholin-4-yl)phenyl)-1H-pyrazolo[4,3-c]pyridine). Procedure details: To a solution of 1-benzyl-4-methoxy-3-(4-(morpholin-4-yl)phenyl)-1H-pyrazolo[4,3-c]pyridine (0.68 g) in DMSO/THF (10 mL/2.5 mL) was added potassium tert-butoxide (1.90 g) under ice-cooling. The reaction mixture was stirred at room temperature for 5 hr. The reaction mixture was added to saturated aqueous ammonium chloride solution, and the mixture was extracted with ethyl acetate. The organic layer was washed with saturated brine, dried over anhydrous sodium sulfate, and concentrated under reduce... Reactants: C(C1=CC=CC=C1)N1N=C(C=2C(=NC=CC21)OC)C2=CC=C(C=C2)N2CCOCC2 (1-benzyl-4-methoxy-3-(4-(morpholin-4-yl)phenyl)-1H-pyrazolo[4,3-c]pyridine), CC(C)([O-])C.[K+] (potassium tert-butoxide), [Cl-].[NH4+] (ammonium chloride). The reactants are CN(C)C(=O)N(CC=O)CCOc1ccc(C#N)cc1, CC(C)(C)OC(=O)N1CC2CNCC(C1)O2, [BH3-]C#N, CC(=O)O, ClCCl, [Na+], O. The product is CN(C)C(=O)N(CCOc1ccc(C#N)cc1)CCN1CC2CN(C(=O)OC(C)(C)C)CC(C1)O2. Reaction SMILES: [C:1](#[N:2])[c:3]1[cH:4][cH:5][c:6]([O:7][CH2:8][CH2:9][N:10]([C:11](=[O:12])[N:13]([CH3:14])[CH3:15])[CH2:16][CH:17]=[O:18])[cH:19][cH:20]1.[C:21]([CH3:22])([CH3:23])([CH3:24])[O:25][C:26](=[O:27])[N:28]1[CH2:29][CH:30]2[CH2:31][NH:32][CH2:33][CH:34]([CH2:35]1)[O:36]2.[C:41]([BH3-:42])#[N:43].[CH3:37][C:38](=[O:39])[OH:40].[Cl:45][CH2:46][Cl:47].[Na+:44].[OH2:48]>>[C:1](#[N:2])[c:3]1[cH:4][cH:5][c:6]([O:7][CH2:8][CH2:9][N:10]([C:11](=[O:12])[N:13]([CH3:14])[CH3:15])[CH2:16][CH2:17][N:32]2[CH2:31][CH:30]3[CH2:29][N:28]([C:26]([O:25][C:21]([CH3:22])([CH3:23])[CH3:24])=[O:27])[CH2:35][CH:34]([CH2:33]2)[O:36]3)[cH:19][cH:20]1. The reactants are CCOC(=O)C1CN(C(c2ccccc2)c2ccccc2)CCN1C(=O)CC(c1ccccc1)c1ccccc1, C1CCOC1, CO, [Li+], [OH-], O, O. The product is O=C(O)C1CN(C(c2ccccc2)c2ccccc2)CCN1C(=O)CC(c1ccccc1)c1ccccc1. Reaction SMILES: [CH2:1]([CH3:2])[O:3][C:4](=[O:5])[CH:6]1[N:7]([C:25]([CH2:26][CH:27]([c:28]2[cH:29][cH:30][cH:31][cH:32][cH:33]2)[c:34]2[cH:35][cH:36][cH:37][cH:38][cH:39]2)=[O:40])[CH2:8][CH2:9][N:10]([CH:12]([c:13]2[cH:14][cH:15][cH:16][cH:17][cH:18]2)[c:19]2[cH:20][cH:21][cH:22][cH:23][cH:24]2)[CH2:11]1.[CH2:44]1[O:45][CH2:46][CH2:47][CH2:48]1.[CH3:49][OH:50].[Li+:42].[OH-:41].[OH2:43].[OH2:51]>>[O:3]=[C:4]([OH:5])[CH:6]1[N:7]([C:25]([CH2:26][CH:27]([c:28]2[cH:29][cH:30][cH:31][cH:32][cH:33]2)[c:34]2[cH:35][cH:36][cH:37][cH:38][cH:39]2)=[O:40])[CH2:8][CH2:9][N:10]([CH:12]([c:13]2[cH:14][cH:15][cH:16][cH:17][cH:18]2)[c:19]2[cH:20][cH:21][cH:22][cH:23][cH:24]2)[CH2:11]1. Reaction SMILES: [ClH:1].C(OC([NH:9][CH2:10][C:11]1[CH:19]=[CH:18][C:17]([F:20])=[CH:16][C:12]=1[C:13]([O-:15])=[O:14])=O)(C)(C)C.[CH2:21]1COC[CH2:22]1>>[ClH:1].[NH2:9][CH2:10][C:11]1[CH:19]=[CH:18][C:17]([F:20])=[CH:16][C:12]=1[C:13]([O:15][CH2:21][CH3:22])=[O:14] |f:3.4|. The reactants are Cl (HCl), C(C)(C)(C)OC(=O)NCC1=C(C(=O)[O-])C=C(C=C1)F (2-((tert-butoxycarbonylamino)methyl)-5-fluorobenzoate), C1CCOC1 (THF). Reaction conditions: temperature 50 celsius. The product is Cl.NCC1=C(C(=O)OCC)C=C(C=C1)F (Ethyl 2-(aminomethyl)-5-fluorobenzoate hydrochloride). Procedure details: Concentrated HCl (37%; 16 ml) was added dropwise to a solution of thyl 2-((tert-butoxycarbonylamino)methyl)-5-fluorobenzoate (Example 3; 15.9 g; 53.6 mmol) in THF (96 ml). The mixture was heated at 50° C. for 2 hours. The mixture was concentrated to dryness. The residue was taken up in ethanol (200 ml) and concentrated again. The solid was triturated from ether (100 ml). The precipitate was filtered off and washed with diethyl ether (2×50 ml).